From a dataset of the Open Reaction Database (ORD), a public repository of structured organic reaction records. describe an organic reaction: reactants, conditions, products, and yield Reactants: COc1cc(C=CC(=O)Cl)cc(OC)c1OC, Cl, COc1cc2c(cc1O)CN1CCc3cc(OC)c(OC)cc3C1C2, c1ccncc1. The product is COc1cc2c(cc1OC)C1Cc3cc(OC)c(OC(=O)C=Cc4cc(OC)c(OC)c(OC)c4)cc3CN1CC2. RXN SMILES: [CH3:27][O:28][c:29]1[cH:30][c:31]([CH:32]=[CH:33][C:34](=[O:35])[Cl:36])[cH:37][c:38]([O:42][CH3:43])[c:39]1[O:40][CH3:41].[ClH:1].[OH:2][c:3]1[c:4]([O:25][CH3:26])[cH:5][c:6]2[c:7]([cH:24]1)[CH2:8][N:9]1[CH2:10][CH2:11][c:12]3[c:13]([cH:16][c:17]([O:22][CH3:23])[c:18]([O:20][CH3:21])[cH:19]3)[CH:14]1[CH2:15]2.[cH:44]1[cH:45][cH:46][n:47][cH:48][cH:49]1>>[O:2]([c:3]1[c:4]([O:25][CH3:26])[cH:5][c:6]2[c:7]([cH:24]1)[CH2:8][N:9]1[CH2:10][CH2:11][c:12]3[c:13]([cH:16][c:17]([O:22][CH3:23])[c:18]([O:20][CH3:21])[cH:19]3)[CH:14]1[CH2:15]2)[C:34]([CH:33]=[CH:32][c:31]1[cH:30][c:29]([O:28][CH3:27])[c:39]([O:40][CH3:41])[c:38]([O:42][CH3:43])[cH:37]1)=[O:35]. The reactants are [H-].[Na+] (sodium hydride), C(C)O (Ethanol), N1CCCCC1 (Piperidine), C(C1=CC=CC=C1)OC=1C=2N3C(C(=C(C3=CC1)CC)C1=CC=C(C=C1)OCC1=CC=CC=C1)=C(C2)COCCCCCl (5-Benzyloxy-2-(4-benzyloxyphenyl)-3-((4-chlorobutoxy)methyl)-1-ethylpyrrolo[2,1,5-cd]indolizine). Solvent: CN(C=O)C (dimethylformamide), O (water). Conditions: time 0.5 hour. Product: C(C1=CC=CC=C1)OC=1C=2N3C(C(=C(C3=CC1)CC)C1=CC=C(C=C1)OCC1=CC=CC=C1)=C(C2)COCCCCN2CCCCC2 (5-benzyloxy-2-(4-benzyloxyphenyl)-1-ethyl-3-((4-piperidinobutoxy)methyl)pyrrolo[2,1,5-cd ]indolizine). Isolated yield 5.7%. As a reaction SMILES: [NH:1]1[CH2:6][CH2:5][CH2:4][CH2:3][CH2:2]1.[H-].[Na+].[CH2:9]([O:16][C:17]1[C:18]2[N:19]3[C:23](=[CH:24][CH:25]=1)[C:22]([CH2:26][CH3:27])=[C:21]([C:28]1[CH:33]=[CH:32][C:31]([O:34][CH2:35][C:36]4[CH:41]=[CH:40][CH:39]=[CH:38][CH:37]=4)=[CH:30][CH:29]=1)[C:20]3=[C:42]([CH2:44][O:45][CH2:46][CH2:47][CH2:48][CH2:49]Cl)[CH:43]=2)[C:10]1[CH:15]=[CH:14][CH:13]=[CH:12][CH:11]=1.C(O)C>CN(C)C=O.O>[CH2:9]([O:16][C:17]1[C:18]2[N:19]3[C:23](=[CH:24][CH:25]=1)[C:22]([CH2:26][CH3:27])=[C:21]([C:28]1[CH:33]=[CH:32][C:31]([O:34][CH2:35][C:36]4[CH:41]=[CH:40][CH:39]=[CH:38][CH:37]=4)=[CH:30][CH:29]=1)[C:20]3=[C:42]([CH2:44][O:45][CH2:46][CH2:47][CH2:48][CH2:49][N:1]1[CH2:6][CH2:5][CH2:4][CH2:3][CH2:2]1)[CH:43]=2)[C:10]1[CH:15]=[CH:14][CH:13]=[CH:12][CH:11]=1 |f:1.2|. Reported procedure: Piperidine (0.104 g, 1.22 mmol) was dissolved in 50 ml of dry dimethylformamide under a nitrogen atmosphere and sodium hydride (60% in oil) 47 mg, 1.16 mmol) was added. The mixture was stirred for 1/2 hour. 5-Benzyloxy-2-(4-benzyloxyphenyl)-3-((4-chlorobutoxy)methyl)-1-ethylpyrrolo[2,1,5-cd]indolizine (0.337 g, 0.583 mmol) was added and the mixture was stirred at 55-65° for 7 days. Ethanol (10 ml) was added dropwise, and the reaction mxiture was diluted with 250 ml of water. The organic material... Reactants: Cc1ccc(-c2c(OCCOc3ncc(Br)cn3)nn(C)c2NS(=O)(=O)c2ccc(C(C)(C)C)cc2)cc1, CCCC[Sn](CCCC)(CCCC)c1ccco1, C1COCCO1, [CH2]C, CC#N. Yields the product Cc1ccc(-c2c(OCCOc3ncc(-c4ccco4)cn3)nn(C)c2NS(=O)(=O)c2ccc(C(C)(C)C)cc2)cc1. RXN SMILES: [Br:1][c:2]1[cH:3][n:4][c:5]([O:8][CH2:9][CH2:10][O:11][c:12]2[n:13][n:14]([CH3:38])[c:15]([NH:24][S:25](=[O:26])(=[O:27])[c:28]3[cH:29][cH:30][c:31]([C:34]([CH3:35])([CH3:36])[CH3:37])[cH:32][cH:33]3)[c:16]2-[c:17]2[cH:18][cH:19][c:20]([CH3:23])[cH:21][cH:22]2)[n:6][cH:7]1.[CH2:39]([Sn:40]([CH2:41][CH2:42][CH2:43][CH3:49])([c:44]1[o:45][cH:46][cH:47][cH:48]1)[CH2:50][CH2:51][CH2:52][CH3:53])[CH2:54][CH2:55][CH3:56].[CH2:57]1[O:58][CH2:59][CH2:60][O:61][CH2:62]1.[CH2:63][CH3:64].[CH3:65][C:66]#[N:67]>>[c:2]1(-[c:44]2[o:45][cH:46][cH:47][cH:48]2)[cH:3][n:4][c:5]([O:8][CH2:9][CH2:10][O:11][c:12]2[n:13][n:14]([CH3:38])[c:15]([NH:24][S:25](=[O:26])(=[O:27])[c:28]3[cH:29][cH:30][c:31]([C:34]([CH3:35])([CH3:36])[CH3:37])[cH:32][cH:33]3)[c:16]2-[c:17]2[cH:18][cH:19][c:20]([CH3:23])[cH:21][cH:22]2)[n:6][cH:7]1. Starting materials: Cn1c2cc(Cl)ccc2c2nc3ccccc3c3cc(O)cc1c32, ClCCl, O=S(=O)(OS(=O)(=O)C(F)(F)F)C(F)(F)F. The product is Cn1c2cc(Cl)ccc2c2nc3ccccc3c3cc(OS(=O)(=O)C(F)(F)F)cc1c32. Reaction SMILES: [Cl:16][c:17]1[cH:18][cH:19][c:20]2[c:21]3[c:22]4[c:23]([cH:24][c:25]([OH:32])[cH:26][c:27]4[n:28]([CH3:31])[c:29]2[cH:30]1)[c:33]1[cH:34][cH:35][cH:36][cH:37][c:38]1[n:39]3.[Cl:40][CH2:41][Cl:42].[F:1][C:2]([S:3](=[O:4])(=[O:5])[O:6][S:7]([C:8]([F:9])([F:10])[F:11])(=[O:12])=[O:13])([F:14])[F:15]>>[F:1][C:2]([S:3](=[O:4])(=[O:5])[O:6][c:25]1[cH:24][c:23]2[c:22]3[c:21]([c:20]4[cH:19][cH:18][c:17]([Cl:16])[cH:30][c:29]4[n:28]([CH3:31])[c:27]3[cH:26]1)[n:39][c:38]1[c:33]2[cH:34][cH:35][cH:36][cH:37]1)([F:14])[F:15]. Starting materials: C1CCOC1 (THF), C1(=CC=CC=C1)C (toluene), CC1=C(C(=C)C(=C1C)C)C (2,3,4,5-tetramethylfulvene), C(C)(C)(C)[NH-].[Li+] (lithium tert-butylamide). The solvent is CCCCC (pentane). Conditions: time 8 hour. Yields the product C(C)(C)(C)NCC1(C(=C(C(=C1C)C)C)C)[Li] (1-tert-Butylaminomethyl-2,3,4,5-tetramethylcyclopentadienyllithium). Reaction SMILES: [C:1]([NH-:5])([CH3:4])([CH3:3])[CH3:2].[Li+:6].C1COCC1.C1(C)C=CC=CC=1.[CH3:19][C:20]1[C:25]([CH3:26])=[C:24]([CH3:27])[C:22](=[CH2:23])[C:21]=1[CH3:28]>CCCCC>[C:1]([NH:5][CH2:23][C:22]1([Li:6])[C:24]([CH3:27])=[C:25]([CH3:26])[C:20]([CH3:19])=[C:21]1[CH3:28])([CH3:4])([CH3:3])[CH3:2] |f:0.1|. Reported procedure: 200 mg (2.53 mmol) of lithium tert-butylamide are dissolved in 50 ml of pentane and 2 ml of THF and admixed with 2.5 g of a 9:1 mixture of toluene and 2,3,4,5-tetramethylfulvene. The reaction solution is stirred overnight, which results in precipitation of the product. The solvent is removed under reduced pressure, the residue is taken up in pure pentane and collected on a frit. After washing twice with 20 ml each time of pentane, the white, pulverulent product is dried under reduced pressure.